This data is from the Open Reaction Database (ORD), a public repository of structured organic reaction records. The task is: describe an organic reaction: reactants, conditions, products, and yield Starting materials: C1(=CC=CC=C1)C1CCC(=O)O1 (4-phenylbutyrolactone), Cl (hydrochloric acid), [Cl-].[Al+3].[Cl-].[Cl-] (Aluminum chloride), CC1=C(O)C=C(C(=C1C)O)C (2,3,5-trimethylhydroquinone). Run in ClCCCl (1,2-dichloroethane), ClCCCl (1,2-dichloroethane). Conditions: temperature 80 celsius, time 18 hour. Product: CC1=C(C(C(=C(C1=O)C)C)=O)C(CCC(=O)O)C1=CC=CC=C1 (4-(3,5,6-trimethyl-1,4-benzoquinon-2-yl)-4-phenylbutyric acid). The yield is 38.4%. Reaction SMILES: [Cl-].[Al+3].[Cl-].[Cl-].[CH3:5][C:6]1[C:12]([CH3:13])=[C:11]([OH:14])[C:10]([CH3:15])=[CH:9][C:7]=1[OH:8].[C:16]1([CH:22]2[O:27][C:25](=[O:26])[CH2:24][CH2:23]2)[CH:21]=[CH:20][CH:19]=[CH:18][CH:17]=1.Cl>ClCCCl>[CH3:15][C:10]1[C:11](=[O:14])[C:12]([CH3:13])=[C:6]([CH3:5])[C:7](=[O:8])[C:9]=1[CH:22]([C:16]1[CH:21]=[CH:20][CH:19]=[CH:18][CH:17]=1)[CH2:23][CH2:24][C:25]([OH:27])=[O:26] |f:0.1.2.3|. Procedure details: Aluminum chloride (1.4 g, 0.01 mole) was added to a 1,2-dichloroethane solution (20 ml) of 2,3,5-trimethylhydroquinone (1.5 g, 0.01 mole) and the mixture was heated at 80° C. A 1,2-dichloroethane solution (10 ml) of 4-phenylbutyrolactone (1.6 g, 0.01 mole) was added dropwise to the mixed solution over the 2-hours period, and the reaction was carried out under the same conditions for further 18 hours. After cooling, 2N-hydrochloric acid (40 ml) was added to the reaction solution, followed by stir... RXN SMILES: [Br-:25].[CH2:1]([CH2:2][CH2:3][CH2:4][CH2:5][CH2:6][CH2:7][CH2:8][CH3:9])[c:10]1[cH:11][cH:12][c:13]([OH:16])[cH:14][cH:15]1.[CH2:21]([Cl:22])[Cl:23].[CH2:26]([N+:27]([CH2:28][CH2:29][CH2:30][CH3:31])([CH2:32][CH2:33][CH2:34][CH3:35])[CH2:36][CH2:37][CH2:38][CH3:39])[CH2:40][CH2:41][CH3:42].[I:19][CH3:20].[K+:18].[OH-:17].[OH2:24]>>[CH2:1]([CH2:2][CH2:3][CH2:4][CH2:5][CH2:6][CH2:7][CH2:8][CH3:9])[c:10]1[cH:11][cH:12][c:13]([O:16][CH3:20])[cH:14][cH:15]1. Starting materials: [Br-], CCCCCCCCCc1ccc(O)cc1, ClCCl, CCCC[N+](CCCC)(CCCC)CCCC, CI, [K+], [OH-], O. The product is CCCCCCCCCc1ccc(OC)cc1. The yield is 96.0%. Reaction SMILES: [Cl:1][C:2]1[S:6][N:5]=[C:4]([Cl:7])[C:3]=1[Cl:8].[F:9][S:10]([O:13][CH3:14])(=[O:12])=[O:11]>>[F:9][S:10]([O-:13])(=[O:12])=[O:11].[CH3:14][N+:5]1[S:6][C:2]([Cl:1])=[C:3]([Cl:8])[C:4]=1[Cl:7] |f:2.3|. Procedure: Trichloroisothiazole (37.7 g, 0.20 mol) and 38 ml of methyl fluorosulfonate were mixed under a nitrogen atmosphere. The mixture was heated at 70°-80° for 30 min. The resulting solid was washed with ether and benzene to yield 55.6 g (96%) of 2-methyl-3,4,5-trichloroisothiazolium fluorosulfonate, mp 162 (d). Analysis--calculated for C4H3Cl3FNO3S2 : C, 15.87; H, 0.99; N, 4.63; Found: C, 15.81; H, 1.02; N, 4.49. Product: FS(=O)(=O)[O-].C[N+]=1SC(=C(C1Cl)Cl)Cl (2-methyl-3,4,5-trichloroisothiazolium fluorosulfonate). The reactants are ClC1=C(C(=NS1)Cl)Cl (Trichloroisothiazole), FS(=O)(=O)OC (methyl fluorosulfonate). Reactants: C(CCC)=NCCCC (N-butylidenebutylamine), [N+](=[N-])=CC(=O)OCC (ethyl diazoacetate), ClCCCl (1,2-dichloroethane). The reagents and catalysts are C1CC/C=C\CCC1.C1CC/C=C\CCC1.C1CC/C=C\CCC1.C1CC/C=C\CCC1.[Cl-].[Cl-].[Ir].[Ir] (di-μ-chlorotetrakis(cyclooctene)diiridium(I)). Reaction conditions: temperature 25 celsius, time 3 hour. The product is C(CCC)N1C(C1CCC)C(=O)OCC (1-butyl-2-ethoxycarbonyl-3-propylaziridine). Isolated yield 26.0%. RXN SMILES: [CH:1](=[N:5][CH2:6][CH2:7][CH2:8][CH3:9])[CH2:2][CH2:3][CH3:4].[N+](=C[C:13]([O:15][CH2:16][CH3:17])=[O:14])=[N-].Cl[CH2:19]CCl>C1CCCC=CCC1.C1CCCC=CCC1.C1CCCC=CCC1.C1CCCC=CCC1.[Cl-].[Cl-].[Ir].[Ir]>[CH2:1]([N:5]1[CH:7]([CH2:8][CH2:9][CH3:19])[CH:6]1[C:13]([O:15][CH2:16][CH3:17])=[O:14])[CH2:2][CH2:3][CH3:4] |f:3.4.5.6.7.8.9.10|. Reported procedure: A mixture of 0.5 mmol of N-butylidenebutylamine, 0.5 mmol of ethyl diazoacetate, 0.015 mmol of di-μ-chlorotetrakis(cyclooctene)diiridium(I) [Ir2Cl2(cyclooctene)4], and 0.5 ml of 1,2-dichloroethane was stirred at room temperature (25° C.) in an argon atmosphere for 3 hours to yield 1-butyl-2-ethoxycarbonyl-3-propylaziridine in a yield of 26%. Starting materials: CCOC(C)=O, O=C1CN=C(c2ccccc2F)c2cc([N+](=O)[O-])ccc2N1, [H-], [Na+], C1CCOC1, O=P(Cl)(N1CCOCC1)N1CCOCC1. Product: O=[N+]([O-])c1ccc2c(c1)C(c1ccccc1F)=NCC(OP(=O)(N1CCOCC1)N1CCOCC1)=N2. Reaction SMILES: [CH3:45][CH2:46][O:47][C:48](=[O:49])[CH3:50].[F:1][c:2]1[c:3]([C:8]2=[N:9][CH2:10][C:11](=[O:22])[NH:12][c:13]3[c:14]2[cH:15][c:16]([N+:19](=[O:20])[O-:21])[cH:17][cH:18]3)[cH:4][cH:5][cH:6][cH:7]1.[H-:28].[Na+:29].[O:23]1[CH2:24][CH2:25][CH2:26][CH2:27]1.[O:30]1[CH2:31][CH2:32][N:33]([P:36](=[O:37])([N:38]2[CH2:39][CH2:40][O:41][CH2:42][CH2:43]2)[Cl:44])[CH2:34][CH2:35]1>>[F:1][c:2]1[c:3]([C:8]2=[N:9][CH2:10][C:11]([O:22][P:36]([N:33]3[CH2:32][CH2:31][O:30][CH2:35][CH2:34]3)(=[O:37])[N:38]3[CH2:39][CH2:40][O:41][CH2:42][CH2:43]3)=[N:12][c:13]3[c:14]2[cH:15][c:16]([N+:19](=[O:20])[O-:21])[cH:17][cH:18]3)[cH:4][cH:5][cH:6][cH:7]1. Reactants: CCOC(=O)C1=NC=C(N1)C(=O)OC(C)(C)C (3H-Imidazole-2,4-dicarboxylic acid 4-tert-butyl ester 2-ethyl ester), 02544 A1, C([O-])([O-])=O.[K+].[K+] (potassium carbonate), BrCC1=NOC(=C1)C=1SC(=CC1)Cl (3-Bromomethyl-5-(5-chloro-thiophen-2-yl)-isoxazole). Run in CN(C)C=O (DMF). Conditions: time 2 hour. Product: 1-[5-(5-Chloro-thiophen-2-yl)-isoxazol-3-ylmethyl]-1H-imidazole-2,5-dicarboxylic acid 4-tert-butyl ester 2-ethyl ester, CCOC(=O)C1=NC=C(N1CC1=NOC(=C1)C=1SC(=CC1)Cl)C(=O)OC(C)(C)C (3-[5-(5-Chloro-thiophen-2-yl)-isoxazol-3-ylmethyl]-3H-imidazole-2,4-dicarboxylic acid 4-tert-butyl ester 2-ethyl ester). Isolated yield 72.3%. As a reaction SMILES: [CH3:1][CH2:2][O:3][C:4]([C:6]1[NH:10][C:9]([C:11]([O:13][C:14]([CH3:17])([CH3:16])[CH3:15])=[O:12])=[CH:8][N:7]=1)=[O:5].C(=O)([O-])[O-].[K+].[K+].Br[CH2:25][C:26]1[CH:30]=[C:29]([C:31]2[S:32][C:33]([Cl:36])=[CH:34][CH:35]=2)[O:28][N:27]=1>CN(C=O)C>[CH3:1][CH2:2][O:3][C:4]([C:6]1[N:10]([CH2:25][C:26]2[CH:30]=[C:29]([C:31]3[S:32][C:33]([Cl:36])=[CH:34][CH:35]=3)[O:28][N:27]=2)[C:9]([C:11]([O:13][C:14]([CH3:16])([CH3:15])[CH3:17])=[O:12])=[CH:8][N:7]=1)=[O:5] |f:1.2.3|. Procedure: To a solution of 260 mg of 3H-Imidazole-2,4-dicarboxylic acid 4-tert-butyl ester 2-ethyl ester [prepared by adopting a procedure described by J.-C. Aloup, F. Audiau, M. Barreau, D. Damour, A. Genevois-Borella, P. Jimonet, S. Mignani, Y. Ribeill PCT Int. Appl. (1996) WO96/02544 A1] in DMF (10 ml) was added potassium carbonate (178 mg) and 3-Bromomethyl-5-(5-chloro-thiophen-2-yl)-isoxazole (301 mg). The mixture was stirred for 2 h at RT. The solvent was removed in vacuo and the residue was purifie... Starting materials: CC(C)([O-])C.[K+] (potassium tert-butoxide), C(C1=CC=CC=C1)N1CC2C(C=3C=C(C=CC3C2=O)OC)C1 (2-benzyl-5-methoxy-2,3,3a,8a-tetrahydro-1H-2-aza-cyclopenta[a]inden-8-one). The reagents and catalysts are [Br-].C[P+](C1=CC=CC=C1)(C1=CC=CC=C1)C1=CC=CC=C1 (Methyltriphenylphosphonium bromide). The solvent is CCOCC (ether). Conditions: time 1 hour. Product: COC=1C=CC=2C(C3C(CNC3)C2C1)C (5-Methoxy-8-methyl-1,2,3,3a,8,8a-hexahydroindeno[1,2-c]pyrrole). As a reaction SMILES: [CH3:1]C(C)([O-])C.[K+].C([N:14]1[CH2:28][CH:17]2[C:18]3[CH:19]=[C:20]([O:26][CH3:27])[CH:21]=[CH:22][C:23]=3[C:24](=O)[CH:16]2[CH2:15]1)C1C=CC=CC=1>[Br-].C[P+](C1C=CC=CC=1)(C1C=CC=CC=1)C1C=CC=CC=1.CCOCC>[CH3:27][O:26][C:20]1[CH:21]=[CH:22][C:23]2[CH:24]([CH3:1])[CH:16]3[CH2:15][NH:14][CH2:28][CH:17]3[C:18]=2[CH:19]=1 |f:0.1,3.4|. Procedure: Methyltriphenylphosphonium bromide (18.1 g, 50.7 mmol) and potassium tert-butoxide (5.7 g, 50.7) were added to a solution of 2-benzyl-5-methoxy-2,3,3a,8a-tetrahydro-1H-2-aza-cyclopenta[a]inden-8-one (9.9 g, 33.8 mmol) in anhydrous ether (68 mL). The reaction mixture was stirred for 1 hour at room temperature then filtered through celite. The celite was washed with ether (200 mL), and the filtrate was concentrated. The crude product was purified by column chromatography (SiO2) using a 0-35% ethyl... Reactants: C1CCC2=NCCCN2CC1, C1CCOC1, CC(C)(C)OC(=O)NCc1ccc(Cl)cc1CO, [N-]=[N+]=NP(=O)(c1ccccc1)c1ccccc1. Product: CC(C)(C)OC(=O)NCc1ccc(Cl)cc1CN. Reaction SMILES: [CH2:36]1[CH2:37][CH2:38][C:39]2=[N:44][CH2:43][CH2:42][CH2:41][N:40]2[CH2:45][CH2:46]1.[CH2:47]1[O:48][CH2:49][CH2:50][CH2:51]1.[Cl:1][c:2]1[cH:3][c:4]([CH2:17][OH:18])[c:5]([CH2:6][NH:7][C:8]([O:9][C:10]([CH3:11])([CH3:12])[CH3:13])=[O:14])[cH:15][cH:16]1.[c:19]1([P:20]([c:23]2[cH:24][cH:25][cH:26][cH:27][cH:28]2)(=[O:29])[N:33]=[N+:21]=[N-:22])[cH:30][cH:31][cH:32][cH:34][cH:35]1>>[Cl:1][c:2]1[cH:3][c:4]([CH2:17][NH2:33])[c:5]([CH2:6][NH:7][C:8]([O:9][C:10]([CH3:11])([CH3:12])[CH3:13])=[O:14])[cH:15][cH:16]1. Starting materials: O=CC=CN1CCNC1=N[N+](=O)[O-], ClCc1ccc(Cl)nc1, [H-], [Na+], CN(C)C=O, O. Product: O=CC=CN1CCN(Cc2ccc(Cl)nc2)C1=N[N+](=O)[O-]. Reaction SMILES: [CH:1](=[O:2])[CH:3]=[CH:4][N:5]1[C:6](=[N:10][N+:11](=[O:12])[O-:13])[NH:7][CH2:8][CH2:9]1.[Cl:21][c:22]1[n:23][cH:24][c:25]([CH2:28][Cl:29])[cH:26][cH:27]1.[H-:14].[Na+:15].[O:16]=[CH:17][N:18]([CH3:19])[CH3:20].[OH2:30]>>[CH:1](=[O:2])[CH:3]=[CH:4][N:5]1[C:6](=[N:10][N+:11](=[O:12])[O-:13])[N:7]([CH2:28][c:25]2[cH:24][n:23][c:22]([Cl:21])[cH:27][cH:26]2)[CH2:8][CH2:9]1.